This data is from the Open Reaction Database (ORD), a public repository of structured organic reaction records. The task is: describe an organic reaction: reactants, conditions, products, and yield Starting materials: CCNCC, ClCCl, O=[N+]([O-])c1cccc(S(=O)(=O)Cl)c1, c1ccncc1. Product: CCN(CC)S(=O)(=O)c1cccc([N+](=O)[O-])c1. Reaction SMILES: [CH2:1]([CH3:2])[NH:3][CH2:4][CH3:5].[CH2:25]([Cl:26])[Cl:27].[N+:6](=[O:7])([O-:8])[c:9]1[cH:10][c:11]([S:15](=[O:16])(=[O:17])[Cl:18])[cH:12][cH:13][cH:14]1.[cH:19]1[cH:20][cH:21][n:22][cH:23][cH:24]1>>[CH2:1]([CH3:2])[N:3]([CH2:4][CH3:5])[S:15]([c:11]1[cH:10][c:9]([N+:6](=[O:7])[O-:8])[cH:14][cH:13][cH:12]1)(=[O:16])=[O:17]. The reactants are C1(CC1)COC1=C(C=CC=C1OC)OC (2-(cyclopropylmethoxy)-1,3-dimethoxybenzene), BrN1C(CCC1=O)=O (N-bromosuccinimide). Run in C1CCOC1 (THF). Reaction conditions: time 4 hour. Yields the product BrC1=C(C(=C(C=C1)OC)OCC1CC1)OC (1-Bromo-3-(cyclopropylmethoxy)-2,4-dimethoxybenzene). Yield: 72.6%. RXN SMILES: [CH:1]1([CH2:4][O:5][C:6]2[C:11]([O:12][CH3:13])=[CH:10][CH:9]=[CH:8][C:7]=2[O:14][CH3:15])[CH2:3][CH2:2]1.[Br:16]N1C(=O)CCC1=O>C1COCC1>[Br:16][C:8]1[CH:9]=[CH:10][C:11]([O:12][CH3:13])=[C:6]([O:5][CH2:4][CH:1]2[CH2:2][CH2:3]2)[C:7]=1[O:14][CH3:15]. Procedure details: To a stirring solution of 2-(cyclopropylmethoxy)-1,3-dimethoxybenzene (500 mg, 2.40 mmol) in THF (25 mL) was added N-bromosuccinimide (430 mg, 2.40 mmol) and the resultant reaction mixture was stirred at RT for 4 h. The reaction mixture was concentrated under reduced pressure and the obtained residue was diluted with water and extracted with ethyl acetate (3×). The combined ethyl acetate layers were washed with brine, dried over anhydrous sodium sulphate and concentrated under reduced pressure t... Starting materials: C[N-]C, [Li]C[Si](C)(C)C, C[N-]C, CCCCC, C[N-]C, C[N-]C, [Ti+4]. The product is C[N-]C, C[N-]C, C[N-]C, C[Si](C)(C)C[Ti+3]. As a reaction SMILES: [CH3:10][N-:11][CH3:12].[CH3:14][Si:15]([CH3:16])([CH3:17])[CH2:18][Li:19].[CH3:1][N-:2][CH3:3].[CH3:20][CH2:21][CH2:22][CH2:23][CH3:24].[CH3:4][N-:5][CH3:6].[CH3:7][N-:8][CH3:9].[Ti+4:13]>>[CH3:1][N-:2][CH3:3].[CH3:4][N-:5][CH3:6].[CH3:7][N-:8][CH3:9].[Ti+3:13][CH2:18][Si:15]([CH3:14])([CH3:16])[CH3:17]. Reactants: [C-]#N.[K+] (KCN), COC1=CC=C(C=O)C=C1 (4-methoxybenzaldehyde), C(C1=CC=CC=C1)=O (benzaldehyde), C(C)O (ethanol). Run in O (water). Yields the product COC1=CC=C(C=C1)C(=O)C(O)C1=CC=CC=C1 (4-Methoxybenzoin). Isolated yield 41.5%. As a reaction SMILES: [C-]#N.[K+].[CH3:4][O:5][C:6]1[CH:13]=[CH:12][C:9]([CH:10]=[O:11])=[CH:8][CH:7]=1.[CH:14](=[O:21])[C:15]1[CH:20]=[CH:19][CH:18]=[CH:17][CH:16]=1.C(O)C>O>[CH3:4][O:5][C:6]1[CH:13]=[CH:12][C:9]([C:10]([CH:14]([C:15]2[CH:20]=[CH:19][CH:18]=[CH:17][CH:16]=2)[OH:21])=[O:11])=[CH:8][CH:7]=1 |f:0.1|. Procedure details: To a solution of KCN (5 g) in water (35 mL) is added 4-methoxybenzaldehyde (27.2 g, 0.2 mole), benzaldehyde (21.2 g, 0.2 mole) and 95% ethanol (70 mL). The mixture is refluxed under nitrogen for 4.5 hours and the ethanol removed in vacuo. Water (200 mL) is added to the residue and then distilled off at reduced pressure (to remove remaining unreacted bezaldehyde). The procedure is repeated twice and the residual water azeotroped with ethanol. The crude product (56.3 g, orange semi-solid) is purif... Starting materials: COc1c(C)c(Cc2ccc(OCc3ccccc3)c(C(=O)O)c2)c(OC)c(OC)c1OC, CCO, [H][H]. The product is COc1c(C)c(Cc2ccc(O)c(C(=O)O)c2)c(OC)c(OC)c1OC. RXN SMILES: [CH3:1][O:2][c:3]1[c:4]([CH3:33])[c:5]([CH2:6][c:7]2[cH:8][cH:9][c:10]([O:16][CH2:17][c:18]3[cH:19][cH:20][cH:21][cH:22][cH:23]3)[c:11]([C:12](=[O:13])[OH:14])[cH:15]2)[c:24]([O:31][CH3:32])[c:25]([O:29][CH3:30])[c:26]1[O:27][CH3:28].[CH3:36][CH2:37][OH:38].[H:34][H:35]>>[CH3:1][O:2][c:3]1[c:4]([CH3:33])[c:5]([CH2:6][c:7]2[cH:8][cH:9][c:10]([OH:16])[c:11]([C:12](=[O:13])[OH:14])[cH:15]2)[c:24]([O:31][CH3:32])[c:25]([O:29][CH3:30])[c:26]1[O:27][CH3:28]. The reactants are C(=O)([O-])[O-].[K+].[K+] (K2CO3), C(C)(C)(C)N1S(C(=C(C1=O)NCC(=O)O)C1=CC=CC=C1)(=O)=O ([(2-tert-Butyl-1,1-dioxido-3-oxo-5-phenyl-2,3-dihydroisothiazol-4-yl)amino]acetic acid), COC1=CC=C(C=C1)CO ((4-methoxyphenyl)methanol), TEA, C(CCl)Cl (EDC). Reagents/catalysts: CN(C)C=1C=CN=CC1 (DMAP). Run in C(Cl)Cl (DCM), CN(C)C=O (DMF). Reaction conditions: temperature 40 celsius. The product is C(C)(C)(C)N1S(C(=C(C1=O)NCC(=O)OCC1=CC=C(C=C1)OC)C1=CC=CC=C1)(=O)=O (4-Methoxybenzyl N-(2-tert-butyl-1,1-dioxido-3-oxo-5-phenyl-2,3-dihydroisothiazol-4-yl)glycinate). Isolated yield 16.7%. As a reaction SMILES: [C:1]([N:5]1[C:9](=[O:10])[C:8]([NH:11][CH2:12][C:13]([OH:15])=[O:14])=[C:7]([C:16]2[CH:21]=[CH:20][CH:19]=[CH:18][CH:17]=2)[S:6]1(=[O:23])=[O:22])([CH3:4])([CH3:3])[CH3:2].[CH3:24][O:25][C:26]1[CH:31]=[CH:30][C:29]([CH2:32]O)=[CH:28][CH:27]=1.C(Cl)CCl.C([O-])([O-])=O.[K+].[K+]>CN(C1C=CN=CC=1)C.C(Cl)Cl.CN(C=O)C>[C:1]([N:5]1[C:9](=[O:10])[C:8]([NH:11][CH2:12][C:13]([O:15][CH2:32][C:29]2[CH:30]=[CH:31][C:26]([O:25][CH3:24])=[CH:27][CH:28]=2)=[O:14])=[C:7]([C:16]2[CH:21]=[CH:20][CH:19]=[CH:18][CH:17]=2)[S:6]1(=[O:23])=[O:22])([CH3:4])([CH3:2])[CH3:3] |f:3.4.5|. Procedure: [(2-tert-Butyl-1,1-dioxido-3-oxo-5-phenyl-2,3-dihydroisothiazol-4-yl)amino]acetic acid (100 mg, 0.30 mmol), (4-methoxyphenyl)methanol (204 mg, 1.48 mmol), TEA (123 μL) and DMAP (9 mg, 0.074 mmol) were dissolved in DCM (10 mL). DMF 81 mL) and EDC (113 mg, 0.59 mmol) was added and the solution was stirred at 40° C. over night. Aqueous K2CO3 (1M, 50 mL) was added and the reaction mixture was extracted with DCM. The organic phases were combined, dried over MgSO4, filtered and evaporated. The residue... The reactants are solution, [H-].[Al+3].[Li+].[H-].[H-].[H-] (lithium aluminium hydride), C(C1=CC=CC=C1)OCCC(C(=O)OCC)CC=C (Ethyl 2-(2-Benzyloxyethyl)-pent-4-enoate), O (water), [OH-].[Na+] (NaOH), O (water). The solvent is CCOCC (ether). Reaction conditions: time 2 hour. The product is C(C1=CC=CC=C1)OCCC(CO)CC=C (2-(2Benzyloxyethyl)-pent-4-en-1-ol). As a reaction SMILES: [H-].[Al+3].[Li+].[H-].[H-].[H-].[CH2:7]([O:14][CH2:15][CH2:16][CH:17]([CH2:23][CH:24]=[CH2:25])[C:18](OCC)=[O:19])[C:8]1[CH:13]=[CH:12][CH:11]=[CH:10][CH:9]=1.O.[OH-].[Na+]>CCOCC>[CH2:7]([O:14][CH2:15][CH2:16][CH:17]([CH2:23][CH:24]=[CH2:25])[CH2:18][OH:19])[C:8]1[CH:13]=[CH:12][CH:11]=[CH:10][CH:9]=1 |f:0.1.2.3.4.5,8.9|. Procedure details: A 1 M solution of lithium aluminium hydride (122 mL, 122 mmol) was added via cannula to a stirred solution of crude ester 11 (44 g), prepared according to Example 10, in dry ether (150 mL). The mixture was stirred for 2 h at room temperature under nitrogen, cooled to 0° C. and water (9 mL) was added dropwise with stirring, followed by 15% NaOH (9 mL) and water (27 mL), which was added dropwise at 0° C. to produce a white precipitate. The precipitate was filtered and washed with ether (2×50 mL). ... Starting materials: CO, CCOCC, COC(=O)CN1C=CSC(C(C)C)C1=O, [Na+], C1CCOC1, [OH-]. The product is CC(C)C1SC=CN(CC(=O)O)C1=O. As a reaction SMILES: [CH3:1][OH:2].[CH3:20][CH2:21][O:22][CH2:23][CH3:24].[CH:5]([CH3:6])([CH3:7])[CH:8]1[S:9][CH:10]=[CH:11][N:12]([CH2:15][C:16](=[O:17])[O:18][CH3:19])[C:13]1=[O:14].[Na+:4].[O:25]1[CH2:26][CH2:27][CH2:28][CH2:29]1.[OH-:3]>>[CH:5]([CH3:6])([CH3:7])[CH:8]1[S:9][CH:10]=[CH:11][N:12]([CH2:15][C:16](=[O:17])[OH:18])[C:13]1=[O:14]. The reactants are 2-[(4-methyl-1-oxo)pentyl]furan, C(CO)O (ethylene glycol), C1(=CC=C(C=C1)S(=O)(=O)O)C (p-toluenesulfonic acid), C1=CC=CC=C1 (benzene), C(OCC)(OCC)OCC (Triethyl orthoformate). The product is O1C(=CC=C1)C1(OCCO1)CCC(C)C (2-(2-furanyl)-2-[(3-methyl)butyl]-1,3-dioxolane). RXN SMILES: [CH2:1]([OH:4])[CH2:2][OH:3].[C:5]1([CH3:15])[CH:10]=[CH:9]C(S(O)(=O)=O)=C[CH:6]=1.C([O:23][CH2:24][CH3:25])(OCC)OCC.[CH:26]1[CH:31]=CC=C[CH:27]=1>>[O:3]1[CH:31]=[CH:26][CH:27]=[C:2]1[C:1]1([CH2:9][CH2:10][CH:5]([CH3:6])[CH3:15])[O:23][CH2:24][CH2:25][O:4]1. Procedure: A solution of 2-[(4-methyl-1-oxo)pentyl]furan (1 mmole) in benzene was treated with ethylene glycol (2.1 mmole) and p-toluenesulfonic acid (0.05 mmole) at reflux for 60 h while removing water via a Dean-Stark trap. Triethyl orthoformate (0.6 mmole) was added and resulting mixture was heated at reflux for an additional hour. Extraction and evaporation gave 2-(2-furanyl)-2-[(3-methyl)butyl]-1,3-dioxolane as an orange liquid.